Dataset: the Open Reaction Database (ORD), a public repository of structured organic reaction records. Task: describe an organic reaction: reactants, conditions, products, and yield Starting materials: COC(=O)N(Cc1cc(C#N)cc(C(F)(F)F)c1)Cc1cc(C(F)(F)F)ccc1-c1cc(C(C)C)ccc1OC, CS(C)=O, CCOC(C)=O, [K+], [K+], O=C([O-])[O-], O, OO. Product: COC(=O)N(Cc1cc(C(N)=O)cc(C(F)(F)F)c1)Cc1cc(C(F)(F)F)ccc1-c1cc(C(C)C)ccc1OC. As a reaction SMILES: [CH3:1][O:2][C:3]([N:4]([CH2:5][c:6]1[c:7](-[c:16]2[c:17]([O:25][CH3:26])[cH:18][cH:19][c:20]([CH:22]([CH3:23])[CH3:24])[cH:21]2)[cH:8][cH:9][c:10]([C:12]([F:13])([F:14])[F:15])[cH:11]1)[CH2:27][c:28]1[cH:29][c:30]([C:38]#[N:39])[cH:31][c:32]([C:34]([F:35])([F:36])[F:37])[cH:33]1)=[O:40].[CH3:50][S:51]([CH3:52])=[O:53].[CH3:54][CH2:55][O:56][C:57]([CH3:58])=[O:59].[K+:41].[K+:42].[O-:43][C:44]([O-:45])=[O:46].[OH2:49].[OH:47][OH:48]>>[CH3:1][O:2][C:3]([N:4]([CH2:5][c:6]1[c:7](-[c:16]2[c:17]([O:25][CH3:26])[cH:18][cH:19][c:20]([CH:22]([CH3:23])[CH3:24])[cH:21]2)[cH:8][cH:9][c:10]([C:12]([F:13])([F:14])[F:15])[cH:11]1)[CH2:27][c:28]1[cH:29][c:30]([C:38]([NH2:39])=[O:43])[cH:31][c:32]([C:34]([F:35])([F:36])[F:37])[cH:33]1)=[O:40].